Dataset: the Open Reaction Database (ORD), a public repository of structured organic reaction records. Task: describe an organic reaction: reactants, conditions, products, and yield The reactants are C1CC2(CCN1)OCCO2, Cc1noc(C(Cl)(Cl)Cl)n1, CCO. Yields the product Cc1noc(N2CCC3(CC2)OCCO3)n1. RXN SMILES: [CH2:11]1[CH2:12][O:13][C:14]2([CH2:15][CH2:16][NH:17][CH2:18][CH2:19]2)[O:20]1.[CH3:1][c:2]1[n:3][o:4][c:5]([C:7]([Cl:8])([Cl:9])[Cl:10])[n:6]1.[CH3:21][CH2:22][OH:23]>>[CH3:1][c:2]1[n:3][o:4][c:5]([N:17]2[CH2:16][CH2:15][C:14]3([O:13][CH2:12][CH2:11][O:20]3)[CH2:19][CH2:18]2)[n:6]1. The reactants are BrC=1C=CC=2C=3C=C4C(=CC3C(C2C1)(CCCCCCCC)CCCCCCCC)C1=CC=C(C=C1C4(CCCCCCCC)CCCCCCCC)Br (2,8-dibromo-6,6,12,12-tetraoctyl-6,12-dihydroindeno[1,2-b]fluorene), BrC1=CC=C(C=C1)N(C1=CC=C(C=C1)C(C#N)(C)C)C1=CC=C(C=C1)Br (2-(4-(bis(4-bromophenyl)amino)phenyl)-2-methylpropanenitrile), CC1(OB(OC1(C)C)C1=CC=C(C=C1)N(C1=CC=C(C=C1)C(C#N)(C)C)C1=CC=C(C=C1)B1OC(C(O1)(C)C)(C)C)C (2-(4-(bis(4-(4,4,5,5-tetramethyl-1,3,2-dioxaborolan-2-yl)phenyl)amino)phenyl)-2-methylpropanenitrile), P(=O)([O-])([O-])[O-].[K+].[K+].[K+] (potassium phosphate). Reagents/catalysts: CCCCCCCC[N+](C)(CCCCCCCC)CCCCCCCC.[Cl-] (Aliquat 336). Run in C1(=CC=CC=C1)C (toluene), O1CCOCC1 (dioxane), O (water). Reaction conditions: temperature 90 celsius. Yields the product CC1(OB(OC1(C)C)C1=CC=C(C=C1)N(C1=CC=C(C=C1)C(C#N)(C)C)C1=CC=C(C=C1)B1OC(C(O1)(C)C)(C)C)C.C(C)(C)C#N (2-(4-(bis(4-(4,4,5,5-tetramethyl-1,3,2-dioxaborolan-2-yl)phenyl)amino)phenyl)-2-methylpropanenitrile iPrCN). As a reaction SMILES: BrC1C=CC2C3C=C4C(CCCCCCCC)(CCCCCCCC)C5C(=CC=C(Br)C=5)C4=CC=3C(CCCCCCCC)(CCCCCCCC)C=2C=1.BrC1C=CC(N(C2C=CC(Br)=CC=2)C2C=C[C:66]([C:69](C)([CH3:72])[C:70]#[N:71])=CC=2)=CC=1.[CH3:81][C:82]1([CH3:122])[C:86]([CH3:88])([CH3:87])[O:85][B:84]([C:89]2[CH:94]=[CH:93][C:92]([N:95]([C:107]3[CH:112]=[CH:111][C:110]([B:113]4[O:117][C:116]([CH3:119])([CH3:118])[C:115]([CH3:121])([CH3:120])[O:114]4)=[CH:109][CH:108]=3)[C:96]3[CH:101]=[CH:100][C:99]([C:102]([CH3:106])([CH3:105])[C:103]#[N:104])=[CH:98][CH:97]=3)=[CH:91][CH:90]=2)[O:83]1.P([O-])([O-])([O-])=O.[K+].[K+].[K+]>CCCCCCCC[N+](CCCCCCCC)(CCCCCCCC)C.[Cl-].C1(C)C=CC=CC=1.O1CCOCC1.O>[CH3:120][C:115]1([CH3:121])[C:116]([CH3:118])([CH3:119])[O:117][B:113]([C:110]2[CH:111]=[CH:112][C:107]([N:95]([C:92]3[CH:91]=[CH:90][C:89]([B:84]4[O:85][C:86]([CH3:88])([CH3:87])[C:82]([CH3:122])([CH3:81])[O:83]4)=[CH:94][CH:93]=3)[C:96]3[CH:97]=[CH:98][C:99]([C:102]([CH3:105])([CH3:106])[C:103]#[N:104])=[CH:100][CH:101]=3)=[CH:108][CH:109]=2)[O:114]1.[CH:69]([C:70]#[N:71])([CH3:72])[CH3:66] |f:3.4.5.6,7.8,12.13|. Procedure details: 2,8-dibromo-6,6,12,12-tetraoctyl-6,12-dihydroindeno[1,2-b]fluorene (2.60 g), 2-(4-(bis(4-bromophenyl)amino)phenyl)-2-methylpropanenitrile (947 mg), 2-(4-(bis(4-(4,4,5,5-tetramethyl-1,3,2-dioxaborolan-2-yl)phenyl)amino)phenyl)-2-methylpropanenitrile (2.84 g), potassium phosphate (4.27 g) and Aliquat 336 (2 drops) were dissolved in a mixture of toluene (32 mL), dioxane (16 mL) and water (16 mL). The solution was degassed for 15 minutes before adding tris(dibenzylideneacetone)dipalladium(0) (23 mg)... The reactants are [Si](C)(C)(C(C)(C)C)OCCCN1C(N(C2=C(C1=O)C(=C(N=C2)C2=C(C=CC=C2)C(C)C)C(O)C2=CC=C(C=C2)Cl)C)=O (3-(3-(tert-butyldimethylsilyloxy)propyl)-5-((4-chlorophenyl)(hydroxy)methyl)-6-(2-isopropylphenyl)-1-methylpyrido[3,4-d]pyrimidine-2,4(1H,3H)-dione), C(=O)O (HCOOH). Reagents/catalysts: [Zn] (Zn). Run in CC(OCC)=O (EA), O (water). Reaction conditions: temperature 50 celsius. Yields the product C(=O)OCCCN1C(N(C2=C(C1=O)C(=C(N=C2)C2=C(C=CC=C2)C(C)C)CC2=CC=C(C=C2)Cl)C)=O (3-(5-(4-chlorobenzyl)-6-(2-isopropylphenyl)-1-methyl-2,4-dioxo-1,2-dihydropyrido[3,4-d]pyrimidin-3(4H)-yl)propyl formate). Isolated yield 56.0%. Reaction SMILES: [Si]([O:8][CH2:9][CH2:10][CH2:11][N:12]1[C:17](=[O:18])[C:16]2[C:19]([CH:32]([C:34]3[CH:39]=[CH:38][C:37]([Cl:40])=[CH:36][CH:35]=3)O)=[C:20]([C:23]3[CH:28]=[CH:27][CH:26]=[CH:25][C:24]=3[CH:29]([CH3:31])[CH3:30])[N:21]=[CH:22][C:15]=2[N:14]([CH3:41])[C:13]1=[O:42])(C(C)(C)C)(C)C.[CH:43](O)=[O:44]>CC(=O)OCC.O.[Zn]>[CH:43]([O:8][CH2:9][CH2:10][CH2:11][N:12]1[C:17](=[O:18])[C:16]2[C:19]([CH2:32][C:34]3[CH:39]=[CH:38][C:37]([Cl:40])=[CH:36][CH:35]=3)=[C:20]([C:23]3[CH:28]=[CH:27][CH:26]=[CH:25][C:24]=3[CH:29]([CH3:30])[CH3:31])[N:21]=[CH:22][C:15]=2[N:14]([CH3:41])[C:13]1=[O:42])=[O:44]. Reported procedure: To a solution of 3-(3-(tert-butyldimethylsilyloxy)propyl)-5-((4-chlorophenyl)(hydroxy)methyl)-6-(2-isopropylphenyl)-1-methylpyrido[3,4-d]pyrimidine-2,4(1H,3H)-dione (15 mg, 0.0247 mmol) in HCOOH (1 mL) was added Zn dust (8 mg, 0.123 mmol). The reaction was heated at 50° C. for 1 h, cooled to RT then diluted with EA (5 mL) and water (1 mL). The organic layer was washed with brine (1 mL), dried over Na2SO4 and concentrated to a residue which was purified by Prep TLC eluted with PE/EA (2:1) to give... Starting materials: COC(=O)Cc1c(C)n(Cc2ccccc2)c2cc(Cl)ccc12, Cc1c(CC(=O)NN)c2ccc(Cl)cc2n1Cc1ccccc1, NN. The product is CO, Cc1c(CC(=O)NN)c2ccc(Cl)cc2n1Cc1ccccc1. RXN SMILES: [CH3:24][O:25][C:26](=[O:27])[CH2:28][c:29]1[c:30]2[c:31]([cH:32][c:33]([Cl:34])[cH:35][cH:36]2)[n:37]([CH2:38][c:39]2[cH:40][cH:41][cH:42][cH:43][cH:44]2)[c:45]1[CH3:46].[Cl:1][c:2]1[cH:3][cH:4][c:5]2[c:6]([CH2:19][C:20](=[O:21])[NH:22][NH2:23])[c:7]([CH3:18])[n:8]([CH2:11][c:12]3[cH:13][cH:14][cH:15][cH:16][cH:17]3)[c:9]2[cH:10]1.[NH2:47][NH2:48]>>[CH3:24][OH:25].[Cl:1][c:2]1[cH:3][cH:4][c:5]2[c:6]([CH2:19][C:20](=[O:21])[NH:22][NH2:23])[c:7]([CH3:18])[n:8]([CH2:11][c:12]3[cH:13][cH:14][cH:15][cH:16][cH:17]3)[c:9]2[cH:10]1. The reactants are CO (methanol), C(C1=CC=CC=C1)O[C@H]1[C@H](O[C@@H]([C@H]([C@@H]1OCC1=CC=CC=C1)COC(C)=O)COCC1=CC=CC=C1)O[C@H]1[C@@H]([C@H]([C@@H](OC)O[C@@H]1COCC1=CC=CC=C1)OCC1=CC=CC=C1)OCC1=CC=CC=C1 (Methyl 4-O-(2,3,6-tri-O-benzyl-4-deoxy-4-acetyloxymethy-α-D-glucopyranosyl)-2,3,6-tri-O-benzyl-α-D-glucopyranoside), C[O-].[Na+] (sodium methoxide). Run in C1(=CC=CC=C1)C (toluene). Reaction conditions: time 2 hour. Yields the product C(C1=CC=CC=C1)O[C@H]1[C@H](O[C@@H]([C@H]([C@@H]1OCC1=CC=CC=C1)CO)COCC1=CC=CC=C1)O[C@H]1[C@@H]([C@H]([C@@H](OC)O[C@@H]1COCC1=CC=CC=C1)OCC1=CC=CC=C1)OCC1=CC=CC=C1 (methyl 4-O-(2,3,6-tri-O-benzyl-4-deoxy-4-hydroxymethyl-α-D-glucopyranosyl)-2,3,6-tri-O-benzyl-α-D-glucopyranoside). RXN SMILES: [CH2:1]([O:8][C@@H:9]1[C@@H:14]([O:15][CH2:16][C:17]2[CH:22]=[CH:21][CH:20]=[CH:19][CH:18]=2)[C@H:13]([CH2:23][O:24]C(=O)C)[C@@H:12]([CH2:28][O:29][CH2:30][C:31]2[CH:36]=[CH:35][CH:34]=[CH:33][CH:32]=2)[O:11][C@@H:10]1[O:37][C@@H:38]1[C@@H:45]([CH2:46][O:47][CH2:48][C:49]2[CH:54]=[CH:53][CH:52]=[CH:51][CH:50]=2)[O:44][C@H:41]([O:42][CH3:43])[C@H:40]([O:55][CH2:56][C:57]2[CH:62]=[CH:61][CH:60]=[CH:59][CH:58]=2)[C@H:39]1[O:63][CH2:64][C:65]1[CH:70]=[CH:69][CH:68]=[CH:67][CH:66]=1)[C:2]1[CH:7]=[CH:6][CH:5]=[CH:4][CH:3]=1.CO.C[O-].[Na+]>C1(C)C=CC=CC=1>[CH2:1]([O:8][C@@H:9]1[C@@H:14]([O:15][CH2:16][C:17]2[CH:18]=[CH:19][CH:20]=[CH:21][CH:22]=2)[C@H:13]([CH2:23][OH:24])[C@@H:12]([CH2:28][O:29][CH2:30][C:31]2[CH:36]=[CH:35][CH:34]=[CH:33][CH:32]=2)[O:11][C@@H:10]1[O:37][C@@H:38]1[C@@H:45]([CH2:46][O:47][CH2:48][C:49]2[CH:50]=[CH:51][CH:52]=[CH:53][CH:54]=2)[O:44][C@H:41]([O:42][CH3:43])[C@H:40]([O:55][CH2:56][C:57]2[CH:62]=[CH:61][CH:60]=[CH:59][CH:58]=2)[C@H:39]1[O:63][CH2:64][C:65]1[CH:70]=[CH:69][CH:68]=[CH:67][CH:66]=1)[C:2]1[CH:7]=[CH:6][CH:5]=[CH:4][CH:3]=1 |f:2.3|. Procedure: Methyl 4-O-(2,3,6-tri-O-benzyl-4-deoxy-4-acetyloxymethy-α-D-glucopyranosyl)-2,3,6-tri-O-benzyl-α-D-glucopyranoside (3.19 g, 3.35 mmol) is dissolved in hot toluene (20 mL) and methanol (80 mL) is added, followed by a few drops of 1 M. methanolic sodium methoxide. The mixture is stirred at room temperature during 2 h. The reaction mixture is made neutral with Amberlite IR 120 (H+) resin, filtered and concentrated under reduced pressure so as to afford methyl 4-O-(2,3,6-tri-O-benzyl-4-deoxy-4-hydro...